Dataset: the Open Reaction Database (ORD), a public repository of structured organic reaction records. Task: describe an organic reaction: reactants, conditions, products, and yield Starting materials: O=C([O-])[O-], ClCCl, Cc1c(NC(=O)c2cc3c(s2)CCCC3)cccc1-c1cn(C)c(=O)c([O-])n1, CN(C)C=O, [K+], [K+], [Na+], O=P(Br)(Br)Br. Product: Cc1c(NC(=O)c2cc3c(s2)CCCC3)cccc1-c1cn(C)c(=O)c(Br)n1. RXN SMILES: [C:40](=[O:41])([O-:42])[O-:43].[CH2:46]([Cl:47])[Cl:48].[CH3:1][n:2]1[c:3](=[O:28])[c:4]([O-:27])[n:5][c:6](-[c:8]2[c:9]([CH3:26])[c:10]([NH:14][C:15](=[O:16])[c:17]3[cH:18][c:19]4[c:20]([s:21]3)[CH2:22][CH2:23][CH2:24][CH2:25]4)[cH:11][cH:12][cH:13]2)[cH:7]1.[CH3:35][N:36]([CH3:37])[CH:38]=[O:39].[K+:44].[K+:45].[Na+:29].[P:30]([Br:31])([Br:32])([Br:33])=[O:34]>>[CH3:1][n:2]1[c:3](=[O:28])[c:4]([Br:32])[n:5][c:6](-[c:8]2[c:9]([CH3:26])[c:10]([NH:14][C:15](=[O:16])[c:17]3[cH:18][c:19]4[c:20]([s:21]3)[CH2:22][CH2:23][CH2:24][CH2:25]4)[cH:11][cH:12][cH:13]2)[cH:7]1. Reactants: C([O-])([O-])=O.[K+].[K+] (potassium carbonate), BrCCCCCCCC\C=C/CCCCCC(=O)O (7Z-16-bromohexadec-7-enoic acid). Solvent: CN1C(CCC1)=O (N-methylpyrrolidone), CN1C(CCC1)=O (N-methyl-pyrrolidone). The product is O1C(CCCCC\C=C/CCCCCCCC1)=O (8Z-oxacycloheptadec-8-en-2-one). Yield: 79.2%. RXN SMILES: C(=O)([O-])[O-].[K+].[K+].Br[CH2:8][CH2:9][CH2:10][CH2:11][CH2:12][CH2:13][CH2:14][CH2:15]/[CH:16]=[CH:17]\[CH2:18][CH2:19][CH2:20][CH2:21][CH2:22][C:23]([OH:25])=[O:24]>CN1CCCC1=O>[O:24]1[CH2:8][CH2:9][CH2:10][CH2:11][CH2:12][CH2:13][CH2:14][CH2:15][CH:16]=[CH:17][CH2:18][CH2:19][CH2:20][CH2:21][CH2:22][C:23]1=[O:25] |f:0.1.2|. Procedure details: 41 g of potassium carbonate were suspended in 600 ml of N-methyl-pyrrolidone. A solution of 51 g (0.15 mol) of 7Z-16-bromohexadec-7-enoic acid in 400 ml of N-methylpyrrolidone was added dropwise at 90° C. within 8 hours. After usual work up and chromatography 30 g (77%) of 8Z-oxacycloheptadec-8-en-2-one were obtained having the following characteristics: Z/E=90/10; Starting materials: Nc1ccccc1CN1CCOCC1, O=C1CCCCN1, O=P(Cl)(Cl)Cl, c1ccccc1. The product is c1ccc(N=C2CCCCN2)c(CN2CCOCC2)c1. Reaction SMILES: [NH2:8][c:9]1[c:10]([CH2:11][N:12]2[CH2:13][CH2:14][O:15][CH2:16][CH2:17]2)[cH:18][cH:19][cH:20][cH:21]1.[NH:1]1[C:2](=[O:7])[CH2:3][CH2:4][CH2:5][CH2:6]1.[P:22]([Cl:23])([Cl:24])([Cl:25])=[O:26].[cH:27]1[cH:28][cH:29][cH:30][cH:31][cH:32]1>>[NH:1]1[C:2](=[N:8][c:9]2[c:10]([CH2:11][N:12]3[CH2:13][CH2:14][O:15][CH2:16][CH2:17]3)[cH:18][cH:19][cH:20][cH:21]2)[CH2:3][CH2:4][CH2:5][CH2:6]1. Reactants: C1CCC(CC1)N=C=NC2CCCCC2 (DCC), N[C@@H](CC1=CC=CC=C1)C(=O)O.C(C1=CC=CC=C1)NC([O-])=O (L-phenylalanine N-benzylcarbamate), ON1C(CCC1=O)=O (N-hydroxysuccinimide). The solvent is C1CCOC1 (THF). Reaction conditions: time 16 hour. Product: CNC([C@@H](N)CC1=CC=CC=C1)=O (L-Phenylalanine N-methylamide). RXN SMILES: C1CC[CH:4]([N:7]=C=NC2CCCCC2)CC1.[NH2:16][C@H:17]([C:25]([OH:27])=O)[CH2:18][C:19]1[CH:24]=[CH:23][CH:22]=[CH:21][CH:20]=1.C(NC(=O)[O-])C1C=CC=CC=1.ON1C(=O)CCC1=O>C1COCC1>[CH3:4][NH:7][C:25](=[O:27])[C@H:17]([CH2:18][C:19]1[CH:24]=[CH:23][CH:22]=[CH:21][CH:20]=1)[NH2:16] |f:1.2|. Reported procedure: DCC (3.02 g) was added to a solution of L-phenylalanine-N-benzylcarbamate (4.00 g) and N-hydroxysuccinimide (1.69 g) in dry THF (35 ml) at 0° C. The mixture was stirred at that temperature for 16 h and filtered through Celite. To the filtrate was added aqueous methylamine (40% aq., 5 ml) and the mixture was stirred at RT for 24 h. The reaction mixture was concentrated in vacuo and the crude material (6.01 g) was dissolved in ethanol (250 ml). A suspension of 10% palladium on carbon in H2O (ca 2 ... Reactants: O=C(c1ccccc1)c1ccc2n1CCCC2C(=O)O, CCOC(C)=O, CO, ClCCl, C=[N+]=[N-]. Yields the product COC(=O)C1CCCn2c(C(=O)c3ccccc3)ccc21. RXN SMILES: [C:1]([c:2]1[cH:3][cH:4][cH:5][cH:6][cH:7]1)(=[O:8])[c:9]1[cH:10][cH:11][c:12]2[n:13]1[CH2:14][CH2:15][CH2:16][CH:17]2[C:18](=[O:19])[OH:20].[C:29]([O:30][CH2:31][CH3:32])(=[O:33])[CH3:34].[CH3:27][OH:28].[Cl:21][CH2:22][Cl:23].[N+:24](=[CH2:25])=[N-:26]>>[C:1]([c:2]1[cH:3][cH:4][cH:5][cH:6][cH:7]1)(=[O:8])[c:9]1[cH:10][cH:11][c:12]2[n:13]1[CH2:14][CH2:15][CH2:16][CH:17]2[C:18](=[O:19])[O:20][CH3:22]. The reactants are F[C@H]1[C@H]([C@H]([C@H](OC)O[C@H]1C)O)O (Methyl 4,6-dideoxy-4-fluoro-α-L-talopyranoside), C(C)(=O)OC(C)=O.C(C)(=O)OCC (acetic anhydride ethyl acetate), C(=O)([O-])[O-].[Na+].[Na+] (Na2CO3), ice NaHCO3. Run in S(O)(O)(=O)=O (sulfuric acid). Run at time 2 hour. Yields the product F[C@H]1[C@H]([C@H](C(OC(C)=O)O[C@H]1C)OC(C)=O)OC(C)=O (4,6-dideoxy-4-fluoro-1,2,3-tri-O-acetyl-L-talopyranose). Yield: 94.0%. As a reaction SMILES: [F:1][C@@H:2]1[C@H:9](C)[O:8][C@@H:5]([O:6]C)[C@H:4](O)[C@@H:3]1O.[C:13]([O-])([O-])=O.[Na+].[Na+].[C:19]([O:22][C:23](=[O:25])[CH3:24])(=[O:21])[CH3:20].[C:26]([O:29]CC)(=[O:28])[CH3:27]>S(=O)(=O)(O)O>[F:1][C@@H:2]1[C@H:3]([CH3:13])[O:21][CH:19]([O:22][C:23](=[O:25])[CH3:24])[C@H:20]([O:29][C:26](=[O:28])[CH3:27])[C@@H:9]1[O:8][C:5](=[O:6])[CH3:4] |f:1.2.3,4.5|. Procedure details: Methyl 4,6-dideoxy-4-fluoro-α-L-talopyranoside (WP 351) (33 g, 0.183 mol) was dissolved in a mixture of acetic anhydride/ethyl acetate (1:1 v/v, 600 mL) and sulfuric acid (1.5 mL) was added. After 2 hours, the reaction was finished and the reaction mixture was neutralized with a mixture of ice/NaHCO3/aq. Na2CO3 over 4 h. The product was extracted with ethyl acetate and dried with anhydrous Na2SO4. After evaporation of the solvents, the oily residue was dried under reduced pressure to give a crud...